Dataset: the Open Reaction Database (ORD), a public repository of structured organic reaction records. Task: describe an organic reaction: reactants, conditions, products, and yield The reactants are COC1=C(C=CC(=C1)OCCC)[N+](=O)[O-] (2-Methoxy-1-nitro-4-propoxybenzene), [H][H] (hydrogen). The reagents and catalysts are [Pd] (Pd/C). The solvent is CCOC(=O)C (EtOAc). Yields the product COC1=C(N)C=CC(=C1)OCCC (2-Methoxy-4-propoxyaniline). RXN SMILES: [CH3:1][O:2][C:3]1[CH:8]=[C:7]([O:9][CH2:10][CH2:11][CH3:12])[CH:6]=[CH:5][C:4]=1[N+:13]([O-])=O.[H][H]>CCOC(C)=O.[Pd]>[CH3:1][O:2][C:3]1[CH:8]=[C:7]([O:9][CH2:10][CH2:11][CH3:12])[CH:6]=[CH:5][C:4]=1[NH2:13]. Procedure: 1.40 g (6.63 mmol) 2-Methoxy-1-nitro-4-propoxybenzene in 20 mL EtOAc is charged with 100 mg Pd/C (5%) and hydrogenated at rt with a hydrogen pressure of 50 psi. The mixture is filtered and the solvent is removed in vacuo. The crude product is used without further purification. Reactants: NC1=C(C(=O)NC2=CC=C(C=C2)CCN2CCN(CC2)C)C=CC=C1[N+](=O)[O-] (2-amino-N-{4-[2-(4-methyl-piperazin-1-yl)-ethyl]-phenyl}-3-nitro-benzamide). The reagents and catalysts are [Pd] (Pd/C). Run in CO (MeOH). Run at time 1 hour. Yields the product NC1=C(C(=O)NC2=CC=C(C=C2)CCN2CCN(CC2)C)C=CC=C1N (2,3-Diamino-N-{4-[2-(4-methyl-piperazin-1-yl)-ethyl]-phenyl}-benzamide). The yield is 94.7%. RXN SMILES: [NH2:1][C:2]1[C:25]([N+:26]([O-])=O)=[CH:24][CH:23]=[CH:22][C:3]=1[C:4]([NH:6][C:7]1[CH:12]=[CH:11][C:10]([CH2:13][CH2:14][N:15]2[CH2:20][CH2:19][N:18]([CH3:21])[CH2:17][CH2:16]2)=[CH:9][CH:8]=1)=[O:5]>CO.[Pd]>[NH2:1][C:2]1[C:25]([NH2:26])=[CH:24][CH:23]=[CH:22][C:3]=1[C:4]([NH:6][C:7]1[CH:8]=[CH:9][C:10]([CH2:13][CH2:14][N:15]2[CH2:20][CH2:19][N:18]([CH3:21])[CH2:17][CH2:16]2)=[CH:11][CH:12]=1)=[O:5]. Procedure: To a solution of 2-amino-N-{4-[2-(4-methyl-piperazin-1-yl)-ethyl]-phenyl}-3-nitro-benzamide (300 mg, 0.78 mmol) in MeOH (100 mL) were added Pd/C (10%, 30 mg) and the mixture was stirred under atmospheric hydrogen (balloon) at the room temperature for 1 h. The reaction mixture was filter over Celite to afford the title compound (261 mg, 94%). 1H NMR (MeOH-d4) δ 2.39 (s, 3H), 2.55-2.83 (12H), 6.62 (dd, J=9 Hz and 9 Hz, 1H), 6.86 (d, J=9 Hz, 1H), 7.08 (d, J=9 Hz, 1H), 7.22 (d, J=9 Hz, 2H), 7.54 (d,... The reactants are BrC=1C=C(C=CC1)C1=NC(=NC(=N1)C1=CC(=CC=C1)Br)C1=CC=CC=C1 (2,4-bis(3-bromophenyl)-6-phenyl-1,3,5-triazine), C(C)(C)(C)P(C(C)(C)C)C(C)(C)C (tri-tert-butylphosphine), CC1(C2=CC=CC=C2C=2C1=CC=1NC3=CC=CC=C3C1C2)C (12,12-dimethyl-10,12-dihydro-10-azaindeno[2,1-b]-fluorene), Rb2CO3. Reagents/catalysts: CC(=O)[O-].CC(=O)[O-].[Pd+2] (Pd(OAc)2). Run in CC=1C=CC(=CC1)C (p-xylene). Product: C1(=CC=CC=C1)C1=NC(=NC=N1)C1=CC=CC=C1 (diphenyl-1,3,5-triazine). As a reaction SMILES: Br[C:2]1[CH:3]=[C:4]([C:8]2[N:13]=[C:12](C3C=CC=C(Br)C=3)[N:11]=[C:10]([C:21]3[CH:26]=[CH:25][CH:24]=[CH:23][CH:22]=3)[N:9]=2)[CH:5]=[CH:6][CH:7]=1.CC1(C)C2=CC3NC4C(C=3C=C2C2C1=CC=CC=2)=CC=CC=4.C(P(C(C)(C)C)C(C)(C)C)(C)(C)C>CC1C=CC(C)=CC=1.CC([O-])=O.CC([O-])=O.[Pd+2]>[C:21]1([C:10]2[N:11]=[CH:12][N:13]=[C:8]([C:4]3[CH:3]=[CH:2][CH:7]=[CH:6][CH:5]=3)[N:9]=2)[CH:26]=[CH:25][CH:24]=[CH:23][CH:22]=1 |f:4.5.6|. Procedure: 10.9 g (23.5 mmol) of 2,4-bis(3-bromophenyl)-6-phenyl-1,3,5-triazine, 13.3 g (47 mmol) of 12,12-dimethyl-10,12-dihydro-10-azaindeno[2,1-b]-fluorene and 29.2 g of Rb2CO3 are suspended in 250 ml of p-xylene. 0.95 g (4.2 mmol) of Pd(OAc)2 and 12.6 ml of a 1 M tri-tert-butylphosphine solution are added to this suspension. The reaction mixture is heated under reflux for 24 h. After cooling, the organic phase is separated off, washed three times with 200 ml of water and evaporated to dryness. The resi... The reactants are O=C(O)c1ccc(Br)s1, CN(C)C=O, ClC(Cl)Cl, O=S(Cl)Cl. Product: O=C(Cl)c1ccc(Br)s1. Reaction SMILES: [Br:1][c:2]1[cH:3][cH:4][c:5]([C:7](=[O:8])[OH:9])[s:6]1.[CH3:14][N:15]([CH3:16])[CH:17]=[O:18].[CH:19]([Cl:20])([Cl:21])[Cl:22].[S:10]([Cl:11])([Cl:12])=[O:13]>>[Br:1][c:2]1[cH:3][cH:4][c:5]([C:7](=[O:9])[Cl:12])[s:6]1. Reactants: C(C)(=O)OCC.CCCCCC (ethyl acetate hexane), C(C)(C)(C)C1=C(C=C(C=C1)C(N)=O)[N+](=O)[O-] (2-t-butyl-5-carbamoyl-1-nitrobenzene), C(C)(=O)O (acetic acid). Reagents/catalysts: [Zn] (zinc). The solvent is CO (methanol), C(C)(=O)OCC (ethyl acetate). Conditions: time 2 hour. The product is C(C)(C)(C)C1=C(N)C=C(C=C1)C(N)=O (2-t-Butyl-5-carbamoylaniline). Isolated yield 78.0%. As a reaction SMILES: [C:1]([C:5]1[CH:10]=[CH:9][C:8]([C:11](=[O:13])[NH2:12])=[CH:7][C:6]=1[N+:14]([O-])=O)([CH3:4])([CH3:3])[CH3:2].C(O)(=O)C.C(OCC)(=O)C.CCCCCC>CO.C(OCC)(=O)C.[Zn]>[C:1]([C:5]1[CH:10]=[CH:9][C:8]([C:11](=[O:13])[NH2:12])=[CH:7][C:6]=1[NH2:14])([CH3:4])([CH3:2])[CH3:3] |f:2.3|. Procedure: 38.98 g (596 mmol) of zinc dust were added to a solution of 13.24 g (59.6 mmol) of 2-t-butyl-5-carbamoyl-1-nitrobenzene [prepared as described in step (i) above] in 150 ml of methanol, and then 13 ml of acetic acid were added dropwise over a period of 10 minutes, whilst ice-cooling. The resulting mixture was then stirred at room temperature for 2 hours and then at 50° C. for 30 minutes. At the end of this time, the reaction mixture was diluted with ethyl acetate and filtered using a Celite (trad... The reactants are C(#N)C1=C(OC(CCC(=O)OCC)C2=C(C=CC=C2F)Cl)C=C(C=C1)OCC1=CSC=C1 (ethyl (RS)-4-(2-cyano-5-(3-thienylmethoxy)phenoxy)-4-(2-chloro-6-fluorophenyl)butanoate), [OH-].[Na+] (sodium hydroxide), Cl (HCl). Run in CO (methanol). Run at time 16 hour. Yields the product ClC1=C(C(=CC=C1)F)C(CCC(=O)O)OC1=C(C=CC(=C1)OCC1=CSC=C1)C#N ((RS)-4-(2-chloro-6-fluorophenyl)-4-(2-cyano-5-(3-thienylmethoxy)phenoxy)-butanoic acid). Isolated yield 62.0%. As a reaction SMILES: [C:1]([C:3]1[CH:25]=[CH:24][C:23]([O:26][CH2:27][C:28]2[CH:32]=[CH:31][S:30][CH:29]=2)=[CH:22][C:4]=1[O:5][CH:6]([C:14]1[C:19]([F:20])=[CH:18][CH:17]=[CH:16][C:15]=1[Cl:21])[CH2:7][CH2:8][C:9]([O:11]CC)=[O:10])#[N:2].[OH-].[Na+].Cl>CO>[Cl:21][C:15]1[CH:16]=[CH:17][CH:18]=[C:19]([F:20])[C:14]=1[CH:6]([O:5][C:4]1[CH:22]=[C:23]([O:26][CH2:27][C:28]2[CH:32]=[CH:31][S:30][CH:29]=2)[CH:24]=[CH:25][C:3]=1[C:1]#[N:2])[CH2:7][CH2:8][C:9]([OH:11])=[O:10] |f:1.2|. Reported procedure: A solution of ethyl (RS)-4-(2-cyano-5-(3-thienylmethoxy)phenoxy)-4-(2-chloro-6-fluorophenyl)butanoate (360 mg) in methanol (10 mL) containing 1 N sodium hydroxide (3 mL) is stirred at ambient temperature for 16 hours. The reaction mixture is poured into 0.5 N HCl (20 mL) and extracted twice with ethyl acetate (20 mL). The combined organic phases are washed with brine (20 mL), dried over magnesium sulphate, filtered and concentrated under reduced pressure to leave a dark yellow oil. Crystallisati... Starting materials: CCOC(=O)CN(C)C=O, CCO, NN, O. Yields the product CN(C=O)CC(=O)NN. As a reaction SMILES: [CH2:1]([O:3][C:4](=[O:2])[CH2:5][N:6]([CH3:7])[CH:8]=[O:9])[CH3:10].[CH3:14][CH2:15][OH:16].[NH2:12][NH2:13].[OH2:11]>>[O:3]=[C:4]([CH2:5][N:6]([CH3:7])[CH:8]=[O:9])[NH:12][NH2:13]. Reactants: C=O (formaldehyde), C(C)(C)NC(CC=1C(NCCC2C1C1=CC=C(C=C1CC2)OC)=O)C (1-(2-isopropylaminopropyl)-9-methoxy-3,4,5,5a,6,7-hexahydro-2H-naphth[1,2-d]azepin-2-one), C(=O)O (formic acid). Product: C(C)(C)N(C)C(CC=1C(N(CCC2C1C1=CC=C(C=C1CC2)OC)CO)=O)C (1-[2-(N-isopropyl-N-methylamino)-propyl]-3-hydroxymethyl-9-methoxy-3,4,5,5a,6,7-hexahydro-2H-naphth[1,2-d]azepin-2-one). Reaction SMILES: [CH2:1]=O.[CH:3]([NH:6][CH:7]([CH3:27])[CH2:8][C:9]1[C:10](=[O:26])[NH:11][CH2:12][CH2:13][CH:14]2[CH2:23][CH2:22][C:21]3[C:16](=[CH:17][CH:18]=[C:19]([O:24][CH3:25])[CH:20]=3)[C:15]=12)([CH3:5])[CH3:4].[CH:28]([OH:30])=O>>[CH:3]([N:6]([CH:7]([CH3:27])[CH2:8][C:9]1[C:10](=[O:26])[N:11]([CH2:28][OH:30])[CH2:12][CH2:13][CH:14]2[CH2:23][CH2:22][C:21]3[C:16](=[CH:17][CH:18]=[C:19]([O:24][CH3:25])[CH:20]=3)[C:15]=12)[CH3:1])([CH3:4])[CH3:5]. Procedure: 24.4 ml of 37 percent aqueous formaldehyde are added to the stirred suspension of 10.3 g of slow moving 1-(2-isopropylaminopropyl)-9-methoxy-3,4,5,5a,6,7-hexahydro-2H-naphth[1,2-d]azepin-2-one (Example 1) in 15.7 ml of formic acid. The mixture is refluxed for 8 hours, evaporated and the residue suspended in water. The mixture is basified to pH=10-11 with 3 N aqueous sodium hydroxide and extracted with chloroform. The extract is dried, evaporated, and the residue crystallized from diethyl ether, ... Starting materials: C=CC1CC1(NC(=O)C1CC(Oc2cc(-c3ccccc3)nc3cc(OC)ccc23)CN1C(=O)NC(CN=[N+]=[N-])CC(C)C)C(=O)OCC, C1CCOC1, CO. Product: C=CC1CC1(NC(=O)C1CC(Oc2cc(-c3ccccc3)nc3cc(OC)ccc23)CN1C(=O)NC(CN)CC(C)C)C(=O)OCC. Reaction SMILES: [CH2:1]([CH3:2])[O:3][C:4](=[O:5])[C:6]1([NH:11][C:12](=[O:13])[CH:14]2[N:15]([C:38]([NH:39][CH:40]([CH2:41][CH:42]([CH3:43])[CH3:44])[CH2:45][N:46]=[N+:47]=[N-:48])=[O:49])[CH2:16][CH:17]([O:19][c:20]3[cH:21][c:22](-[c:32]4[cH:33][cH:34][cH:35][cH:36][cH:37]4)[n:23][c:24]4[cH:25][c:26]([O:30][CH3:31])[cH:27][cH:28][c:29]34)[CH2:18]2)[CH:7]([CH:9]=[CH2:10])[CH2:8]1.[CH2:52]1[O:53][CH2:54][CH2:55][CH2:56]1.[CH3:50][OH:51]>>[CH2:1]([CH3:2])[O:3][C:4](=[O:5])[C:6]1([NH:11][C:12](=[O:13])[CH:14]2[N:15]([C:38]([NH:39][CH:40]([CH2:41][CH:42]([CH3:43])[CH3:44])[CH2:45][NH2:46])=[O:49])[CH2:16][CH:17]([O:19][c:20]3[cH:21][c:22](-[c:32]4[cH:33][cH:34][cH:35][cH:36][cH:37]4)[n:23][c:24]4[cH:25][c:26]([O:30][CH3:31])[cH:27][cH:28][c:29]34)[CH2:18]2)[CH:7]([CH:9]=[CH2:10])[CH2:8]1.